Task: describe an organic reaction: reactants, conditions, products, and yield. Dataset: the Open Reaction Database (ORD), a public repository of structured organic reaction records Starting materials: CO, CNc1ccc(Oc2ccnc(NC(=O)CN3CCCC3CO)c2)cc1[N+](=O)[O-]. The product is CNc1ccc(Oc2ccnc(NC(=O)CN3CCCC3CO)c2)cc1N. Reaction SMILES: [CH3:30][OH:31].[OH:1][CH2:2][CH:3]1[N:4]([CH2:8][C:9](=[O:10])[NH:11][c:12]2[n:13][cH:14][cH:15][c:16]([O:18][c:19]3[cH:20][c:21]([N+:27]([O-:28])=[O:29])[c:22]([NH:25][CH3:26])[cH:23][cH:24]3)[cH:17]2)[CH2:5][CH2:6][CH2:7]1>>[OH:1][CH2:2][CH:3]1[N:4]([CH2:8][C:9](=[O:10])[NH:11][c:12]2[n:13][cH:14][cH:15][c:16]([O:18][c:19]3[cH:20][c:21]([NH2:27])[c:22]([NH:25][CH3:26])[cH:23][cH:24]3)[cH:17]2)[CH2:5][CH2:6][CH2:7]1. The reactants are 12.4, OCC(CO)(CO)CO (pentaerythritol), C(CCCCCCCCCCC)(=O)O (lauric acid), N#N (N2). Run at temperature 215 celsius. The product is C(CCCCCCCCCCC)(=O)OCC(COC(CCCCCCCCCCC)=O)(COC(CCCCCCCCCCC)=O)COC(CCCCCCCCCCC)=O (Pentaerythritol Tetralaurate). Reaction SMILES: [OH:1][CH2:2][C:3]([CH2:8][OH:9])([CH2:6][OH:7])[CH2:4][OH:5].[C:10]([OH:23])(=O)[CH2:11][CH2:12][CH2:13][CH2:14][CH2:15][CH2:16][CH2:17][CH2:18][CH2:19][CH2:20][CH3:21].N#N>>[C:10]([O:1][CH2:2][C:3]([CH2:8][O:9][C:10](=[O:23])[CH2:11][CH2:12][CH2:13][CH2:14][CH2:15][CH2:16][CH2:17][CH2:18][CH2:19][CH2:20][CH3:21])([CH2:6][O:7][C:10](=[O:23])[CH2:11][CH2:12][CH2:13][CH2:14][CH2:15][CH2:16][CH2:17][CH2:18][CH2:19][CH2:20][CH3:21])[CH2:4][O:5][C:10](=[O:23])[CH2:11][CH2:12][CH2:13][CH2:14][CH2:15][CH2:16][CH2:17][CH2:18][CH2:19][CH2:20][CH3:21])(=[O:23])[CH2:11][CH2:12][CH2:13][CH2:14][CH2:15][CH2:16][CH2:17][CH2:18][CH2:19][CH2:20][CH3:21]. Procedure: A 1000 ml round bottomed flask was charged with 619.9 g (0.12 mol) PEG 150 pentaerythritol and 96.0 g (0.48 mol) lauric acid. The mass was heated to 100° C. with a N2 sparge, 1.0 g. phosphoric acid and 0.1 g. hypophosphorus acid were charged. The batch was heated to 215° C. while collecting the water of reaction, and maintained until an acid value of 12.4 was reached. The finished material was a white waxy solid. Starting materials: CC(=O)Nc1cc(CN2C(=O)N(c3ccc(SC(F)(F)F)cc3)C(=O)C2(C)C)ccn1, C[O-], CO, [Na+]. Product: CC1(C)C(=O)N(c2ccc(SC(F)(F)F)cc2)C(=O)N1Cc1ccnc(N)c1. Reaction SMILES: [CH3:1][C:2]1([CH3:31])[C:3](=[O:30])[N:4]([c:19]2[cH:20][cH:21][c:22]([S:25][C:26]([F:27])([F:28])[F:29])[cH:23][cH:24]2)[C:5](=[O:18])[N:6]1[CH2:7][c:8]1[cH:9][c:10]([NH:14][C:15](=[O:16])[CH3:17])[n:11][cH:12][cH:13]1.[CH3:32][O-:33].[CH3:35][OH:36].[Na+:34]>>[CH3:1][C:2]1([CH3:31])[C:3](=[O:30])[N:4]([c:19]2[cH:20][cH:21][c:22]([S:25][C:26]([F:27])([F:28])[F:29])[cH:23][cH:24]2)[C:5](=[O:18])[N:6]1[CH2:7][c:8]1[cH:9][c:10]([NH2:14])[n:11][cH:12][cH:13]1. Product: C(C)(C)(C)C1=CC(=C(C=N1)C=1N([C@]([C@](N1)(C)C1=CC=C(C=C1)Cl)(C)C1=CC=C(C=C1)Cl)C(=O)N1CCC(CC1)CC(=O)N1CCCC1)OCC (2-{1-[(4S,5R)-2-(6-tert-Butyl-4-ethoxy-pyridin-3-yl)-4,5-bis-(4-chloro-phenyl)-4,5-dimethyl-4,5-dihydro-imidazole-1-carbonyl]-piperidin-4-yl}-1-pyrrolidin-1-yl-ethanone). Yield: 89.2%. Reported procedure: To a suspension of {1-[(4S,5R)-2-(6-tert-butyl-4-ethoxy-pyridin-3-yl)-4,5-bis-(4-chloro-phenyl)-4,5-dimethyl-4,5-dihydro-imidazole-1-carbonyl]-piperidin-4-yl}-acetic acid (75.0 mg, 0.112 mmole) in dimethylformamide (6 mL) were added successively 1-hydroxybenzotriazole (23.0 mg, 0.169 mmole, Chem-Impex), N,N,N′,N′-tetramethyl-O-(1H-benzotriazol-1-yl)uranium hexafluorophosphate (64.0 mg, 0.169 mmole, Aldrich) and diisopropylethylamine (58 mg, 0.448 mmole). The mixture was stirred for 15 min before... RXN SMILES: [C:1]([C:5]1[N:10]=[CH:9][C:8]([C:11]2[N:12]([C:32]([N:34]3[CH2:39][CH2:38][CH:37]([CH2:40][C:41]([OH:43])=O)[CH2:36][CH2:35]3)=[O:33])[C@@:13]([C:25]3[CH:30]=[CH:29][C:28]([Cl:31])=[CH:27][CH:26]=3)([CH3:24])[C@@:14]([C:17]3[CH:22]=[CH:21][C:20]([Cl:23])=[CH:19][CH:18]=3)([CH3:16])[N:15]=2)=[C:7]([O:44][CH2:45][CH3:46])[CH:6]=1)([CH3:4])([CH3:3])[CH3:2].ON1C2C=[CH:54][CH:55]=[CH:56][C:51]=2[N:50]=N1.C(N(C(C)C)CC)(C)C.N1CCCC1>CN(C)C=O>[C:1]([C:5]1[N:10]=[CH:9][C:8]([C:11]2[N:12]([C:32]([N:34]3[CH2:39][CH2:38][CH:37]([CH2:40][C:41]([N:50]4[CH2:51][CH2:56][CH2:55][CH2:54]4)=[O:43])[CH2:36][CH2:35]3)=[O:33])[C@@:13]([C:25]3[CH:26]=[CH:27][C:28]([Cl:31])=[CH:29][CH:30]=3)([CH3:24])[C@@:14]([C:17]3[CH:22]=[CH:21][C:20]([Cl:23])=[CH:19][CH:18]=3)([CH3:16])[N:15]=2)=[C:7]([O:44][CH2:45][CH3:46])[CH:6]=1)([CH3:3])([CH3:4])[CH3:2]. Starting materials: ON1N=NC2=C1C=CC=C2 (1-hydroxybenzotriazole), N,N,N′,N′-tetramethyl-O-(1H-benzotriazol-1-yl)uranium hexafluorophosphate, C(C)(C)N(CC)C(C)C (diisopropylethylamine), N1CCCC1 (pyrrolidine), C(C)(C)(C)C1=CC(=C(C=N1)C=1N([C@]([C@](N1)(C)C1=CC=C(C=C1)Cl)(C)C1=CC=C(C=C1)Cl)C(=O)N1CCC(CC1)CC(=O)O)OCC ({1-[(4S,5R)-2-(6-tert-butyl-4-ethoxy-pyridin-3-yl)-4,5-bis-(4-chloro-phenyl)-4,5-dimethyl-4,5-dihydro-imidazole-1-carbonyl]-piperidin-4-yl}-acetic acid). Reaction conditions: time 2 hour. Run in CN(C=O)C (dimethylformamide). RXN SMILES: [CH3:1][CH:2]([CH2:3][CH2:4][O:5][N:6]=[O:7])[CH3:8].[CH3:50][C:51]#[N:52].[Cl:45][Cu:46].[Cl:47][Cu:48][Cl:49].[ClH:44].[NH2:9][c:10]1[c:11]([O:12][c:13]2[c:14]([O:19][CH:20]([CH3:21])[C:22](=[O:23])[O:24][CH3:25])[n:15][cH:16][cH:17][cH:18]2)[cH:26][c:27](-[n:31]2[c:32](=[O:43])[n:33]([CH3:42])[c:34]([C:38]([F:39])([F:40])[F:41])[cH:35][c:36]2=[O:37])[c:28]([F:30])[cH:29]1>>[c:10]1([Cl:44])[c:11]([O:12][c:13]2[c:14]([O:19][CH:20]([CH3:21])[C:22](=[O:23])[O:24][CH3:25])[n:15][cH:16][cH:17][cH:18]2)[cH:26][c:27](-[n:31]2[c:32](=[O:43])[n:33]([CH3:42])[c:34]([C:38]([F:39])([F:40])[F:41])[cH:35][c:36]2=[O:37])[c:28]([F:30])[cH:29]1. Yields the product COC(=O)C(C)Oc1ncccc1Oc1cc(-n2c(=O)cc(C(F)(F)F)n(C)c2=O)c(F)cc1Cl. Reactants: CC(C)CCON=O, CC#N, Cl[Cu], Cl[Cu]Cl, Cl, COC(=O)C(C)Oc1ncccc1Oc1cc(-n2c(=O)cc(C(F)(F)F)n(C)c2=O)c(F)cc1N. Starting materials: CC1(OB(OC1(C)C)C1=CC=C(C=C1)NC(=O)N1CC=2C=NC=CC2C1)C (N-(4-(4,4,5,5-Tetramethyl-1,3,2-dioxaborolan-2-yl)phenyl)-1H-pyrrolo[3,4-c]pyridine-2(3H)-carboxamide), CO (methanol), FC(S(=O)(=O)OC1=CCC(CC1)NC(=O)OC(C)(C)C)(F)F (4-(tert-butoxycarbonylamino)cyclohex-1-enyl trifluoromethanesulfonate), C([O-])([O-])=O.[Cs+].[Cs+] (cesium carbonate). The reagents and catalysts are C1=CC=C(C=C1)P([C-]2C=CC=C2)C3=CC=CC=C3.C1=CC=C(C=C1)P([C-]2C=CC=C2)C3=CC=CC=C3.Cl[Pd]Cl.[Fe+2].ClCCl (PdCl2(dppf) dichloromethane). Solvent: O1CCCC1 (terahydrofuran), O (water). Conditions: temperature 80 celsius. The product is C1N(CC=2C=NC=CC21)C(=O)NC2=CC=C(C=C2)C2=CCC(CC2)NC(OC(C)(C)C)=O (tert-butyl 4-(4-(2,3-dihydro-1H-pyrrolo[3,4-c]pyridine-2-carboxamido)phenyl)cyclohex-3-enylcarbamate). RXN SMILES: CC1(C)C(C)(C)OB([C:9]2[CH:14]=[CH:13][C:12]([NH:15][C:16]([N:18]3[CH2:26][C:25]4[CH:24]=[CH:23][N:22]=[CH:21][C:20]=4[CH2:19]3)=[O:17])=[CH:11][CH:10]=2)O1.FC(F)(F)S(O[C:34]1[CH2:39][CH2:38][CH:37]([NH:40][C:41]([O:43][C:44]([CH3:47])([CH3:46])[CH3:45])=[O:42])[CH2:36][CH:35]=1)(=O)=O.C(=O)([O-])[O-].[Cs+].[Cs+].CO>O1CCCC1.C1C=CC(P(C2C=CC=CC=2)[C-]2C=CC=C2)=CC=1.C1C=CC(P(C2C=CC=CC=2)[C-]2C=CC=C2)=CC=1.Cl[Pd]Cl.[Fe+2].ClCCl.O>[CH2:26]1[C:25]2[CH:24]=[CH:23][N:22]=[CH:21][C:20]=2[CH2:19][N:18]1[C:16]([NH:15][C:12]1[CH:11]=[CH:10][C:9]([C:34]2[CH2:39][CH2:38][CH:37]([NH:40][C:41](=[O:42])[O:43][C:44]([CH3:46])([CH3:45])[CH3:47])[CH2:36][CH:35]=2)=[CH:14][CH:13]=1)=[O:17] |f:2.3.4,7.8.9.10.11|. Reported procedure: N-(4-(4,4,5,5-Tetramethyl-1,3,2-dioxaborolan-2-yl)phenyl)-1H-pyrrolo[3,4-c]pyridine-2(3H)-carboxamide (1.692 g, 4.63 mmol), 4-(tert-butoxycarbonylamino)cyclohex-1-enyl trifluoromethanesulfonate (1.6 g, 4.63 mmol) and cesium carbonate (3.77 g, 11.58 mmol) were suspended in terahydrofuran (30 ml), methanol (5.00 ml) and water (15.00 ml). Nitrogen was bubbled throught the solution for 10 min when PdCl2(dppf)-dichloromethane adduct (0.189 g, 0.232 mmol) was added and the mixture was heated to 80° C.... Reactants: BrC=1N=CC(=NC1)NCC1=CC2=CC=CC=C2C=C1 (5-Bromo-N-(naphthalen-2-ylmethyl)pyrazin-2-amine), L-p-boronophenylalanine, C(=O)([O-])[O-].[Na+].[Na+] (Na2CO3), C(C)#N (acetonitrile). The reagents and catalysts are [Cl-].[Cl-].C1(=CC=CC=C1)P(C1=CC=CC=C1)C1=CC=CC=C1.[Pd+2] (palladiumtriphenylphosphine dichloride). Run in O (water). Yields the product N[C@H](C(=O)O)CC1=CC=C(C=C1)C1=NC=C(N=C1)NCC1=CC2=CC=CC=C2C=C1 ((S)-2-Amino-3-(4-(5-(naphthalen-2-ylmethylamino)pyrazin-2-yl)phenyl)propanoic acid). RXN SMILES: Br[C:2]1[N:3]=[CH:4][C:5]([NH:8][CH2:9][C:10]2[CH:19]=[CH:18][C:17]3[C:12](=[CH:13][CH:14]=[CH:15][CH:16]=3)[CH:11]=2)=[N:6][CH:7]=1.[C:20]([O-:23])([O-])=[O:21].[Na+].[Na+].[C:26](#[N:28])[CH3:27]>[Cl-].[Cl-].C1(P(C2C=CC=CC=2)C2C=CC=CC=2)C=CC=CC=1.[Pd+2].O>[NH2:28][C@@H:26]([CH2:27][C:10]1[CH:19]=[CH:18][C:17]([C:2]2[CH:7]=[N:6][C:5]([NH:8][CH2:9][C:10]3[CH:19]=[CH:18][C:17]4[C:12](=[CH:13][CH:14]=[CH:15][CH:16]=4)[CH:11]=3)=[CH:4][N:3]=2)=[CH:12][CH:11]=1)[C:20]([OH:23])=[O:21] |f:1.2.3,5.6.7.8|. Procedure: 5-Bromo-N-(naphthalen-2-ylmethyl)pyrazin-2-amine (0.2 g, 0.637 mmol), L-p-boronophenylalanine (0.13 g, 0.637 mmol), palladiumtriphenylphosphine dichloride (13 mg, 0.019 mmol), Na2CO3 (0.13 g, 1.27 mmol), acetonitrile (5 mls) and water (5 mls) were heated in a microwave reactor at 150° C. for 5 minutes. The mixture was concentrated, dissolved in 1.0 N HCl, washed twice with ether, concentrated, dissolved in methanol, filtered and concentrated to yield 0.12 g of the captioned compound. M+1=399; 1H... Reactants: [Cr](=O)(=O)([O-])Cl.[NH+]1=CC=CC=C1 (Pyridinium chlorochromate), C(C)(=O)NC(COC(C)=O)(COC(C)=O)CCCCCCCC(CCCCCC)O (2-acetamido-1,3-diacetoxy-2-(8-hydroxytetradecyl)-propane), CCOCC (Ether), S(=O)(=O)([O-])[O-].[Mg+2] (magnesium sulfate). The solvent is ClCCl (dichloromethane). Reaction conditions: time 2 hour. The product is C(C)(=O)NC(COC(C)=O)(COC(C)=O)CCCCCCCC(CCCCCC)=O (2-Acetamido-1,3-diacetoxy-2-(8-oxotetradecyl)propane). The yield is 97.1%. As a reaction SMILES: [Cr](Cl)([O-])(=O)=O.[NH+]1C=CC=CC=1.[C:12]([NH:15][C:16]([CH2:27][CH2:28][CH2:29][CH2:30][CH2:31][CH2:32][CH2:33][CH:34]([OH:41])[CH2:35][CH2:36][CH2:37][CH2:38][CH2:39][CH3:40])([CH2:22][O:23][C:24](=[O:26])[CH3:25])[CH2:17][O:18][C:19](=[O:21])[CH3:20])(=[O:14])[CH3:13].CCOCC.S([O-])([O-])(=O)=O.[Mg+2]>ClCCl>[C:12]([NH:15][C:16]([CH2:27][CH2:28][CH2:29][CH2:30][CH2:31][CH2:32][CH2:33][C:34](=[O:41])[CH2:35][CH2:36][CH2:37][CH2:38][CH2:39][CH3:40])([CH2:17][O:18][C:19](=[O:21])[CH3:20])[CH2:22][O:23][C:24](=[O:26])[CH3:25])(=[O:14])[CH3:13] |f:0.1,4.5|. Procedure: Pyridinium chlorochromate (301.5 mg) was added to a solution of 2-acetamido-1,3-diacetoxy-2-(8-hydroxytetradecyl)-propane (300 mg) in dichloromethane (19 ml) and the mixture was stirred at room temperature for 2 hours in a stream of nitrogen. Ether (38 ml) and magnesium sulfate (appropriate amount) were added thereto and the mixture was stirred for 10 minutes. The reaction mixture was suction-filtered and the filtrate was concentrated. The concentrate was extracted with ethyl acetate and the eth... The reactants are C(#CC)C=1CCN(CC1)C(=O)OC(C)(C)C (tert-Butyl 4-(1-propynyl)-1,2,3,6-tetrahydropyridine-1-carboxylate). Solvent: Cl (hydrochloric acid). Conditions: time 3 hour. Yields the product C(#CC)C=1CCN(CC1)C(=O)OC(C)C (isopropyl 4-(1-propynyl)-1,2,3,6-tetrahydropyridine-1-carboxylate). The yield is 100.0%. RXN SMILES: [C:1]([C:4]1[CH2:5][CH2:6][N:7]([C:10]([O:12][C:13](C)([CH3:15])[CH3:14])=[O:11])[CH2:8][CH:9]=1)#[C:2][CH3:3]>Cl>[C:1]([C:4]1[CH2:9][CH2:8][N:7]([C:10]([O:12][CH:13]([CH3:15])[CH3:14])=[O:11])[CH2:6][CH:5]=1)#[C:2][CH3:3]. Procedure: tert-Butyl 4-(1-propynyl)-1,2,3,6-tetrahydropyridine-1-carboxylate (410 mg) prepared in 3) of Example 7 was dissolved in 10% methanolic hydrochloric acid followed by stirring at room temperature for 3 hours and the solvent was evaporated in vacuo. The resulting residue was dissolved in 10 ml of methylene chloride and cooled down to 0° C. and 0.56 ml of triethylamine and 354 mg of isopropyl chloroformate were dropped thereinto. After raising its temperature to room temperature, the reaction was s...